From a dataset of the Open Reaction Database (ORD), a public repository of structured organic reaction records. describe an organic reaction: reactants, conditions, products, and yield Reactants: C([O-])([O-])=O.[Cs+].[Cs+] (Cesium carbonate), BrC=1C=C2C(=NC1)OC(=C2)C2=CC=C(C=C2)F (5-bromo-2-(4-fluorophenyl)furo[2,3-b]pyridine), B(O)(O)C=1C=C(C(=O)O)C=CC1Cl (3-borono-4-chlorobenzoic acid). Reagents/catalysts: C=1C=CC(=CC1)[P](C=2C=CC=CC2)(C=3C=CC=CC3)[Pd]([P](C=4C=CC=CC4)(C=5C=CC=CC5)C=6C=CC=CC6)([P](C=7C=CC=CC7)(C=8C=CC=CC8)C=9C=CC=CC9)[P](C=1C=CC=CC1)(C=1C=CC=CC1)C=1C=CC=CC1 (Pd(Ph3P)4). Solvent: CN(C)C=O (DMF), O (Water). Conditions: temperature 180 celsius. Yields the product ClC1=C(C=C(C(=O)O)C=C1)C=1C=C2C(=NC1)OC(=C2)C2=CC=C(C=C2)F (4-chloro-3-(2-(4-fluorophenyl)furo[2,3-b]pyridin-5-yl)benzoic acid). Yield: 46.8%. Reaction SMILES: C(=O)([O-])[O-].[Cs+].[Cs+].Br[C:8]1[CH:9]=[C:10]2[CH:16]=[C:15]([C:17]3[CH:22]=[CH:21][C:20]([F:23])=[CH:19][CH:18]=3)[O:14][C:11]2=[N:12][CH:13]=1.B([C:27]1[CH:28]=[C:29]([CH:33]=[CH:34][C:35]=1[Cl:36])[C:30]([OH:32])=[O:31])(O)O>CN(C=O)C.O.C1C=CC([P]([Pd]([P](C2C=CC=CC=2)(C2C=CC=CC=2)C2C=CC=CC=2)([P](C2C=CC=CC=2)(C2C=CC=CC=2)C2C=CC=CC=2)[P](C2C=CC=CC=2)(C2C=CC=CC=2)C2C=CC=CC=2)(C2C=CC=CC=2)C2C=CC=CC=2)=CC=1>[Cl:36][C:35]1[CH:34]=[CH:33][C:29]([C:30]([OH:32])=[O:31])=[CH:28][C:27]=1[C:8]1[CH:9]=[C:10]2[CH:16]=[C:15]([C:17]3[CH:22]=[CH:21][C:20]([F:23])=[CH:19][CH:18]=3)[O:14][C:11]2=[N:12][CH:13]=1 |f:0.1.2,^1:46,48,67,86|. Procedure details: Cesium carbonate (167 mg, 0.514 mmol) was added to Pd(Ph3P)4 (40 mg, 0.034 mmol), 5-bromo-2-(4-fluorophenyl)furo[2,3-b]pyridine (100 mg, 0.342 mmol), 3-borono-4-chlorobenzoic acid (103 mg, 0.514 mmol) in DMF (3 mL) and Water (0.3 mL) at room temperature. The mixture was degassed 3× and the reaction was heated to 180° C. in the microwave for 10 min. The mixture was diluted with EtOAc and washed with 1M HCl, and sat NaCl. The organic phase was dried over Na2SO4, filtered and concentrated. The crud... The reactants are BrC=1C=CC2=C(C=C(CCN2C2=CC=C(C=C2)S(N(C)C)(=O)=O)C(=O)OC)C1 (methyl 7-bromo-1-(N,N-dimethyl-4-sulfamoylphenyl)-2,3-dihydro-1H-1-benzazepine-4-carboxylate), B(OC1=CC=C(C=C1)OCCOCCCC)([O-])[O-] (4-(2-butoxyethoxy)phenyl borate), C([O-])([O-])=O.[K+].[K+] (potassium carbonate), C(C)O (ethanol). Reagents/catalysts: C=1C=CC(=CC1)[P](C=2C=CC=CC2)(C=3C=CC=CC3)[Pd]([P](C=4C=CC=CC4)(C=5C=CC=CC5)C=6C=CC=CC6)([P](C=7C=CC=CC7)(C=8C=CC=CC8)C=9C=CC=CC9)[P](C=1C=CC=CC1)(C=1C=CC=CC1)C=1C=CC=CC1 (tetrakis(triphenylphosphine)palladium). Solvent: C1(=CC=CC=C1)C (toluene). Reaction conditions: time 30 minute. The product is C(CCC)OCCOC1=CC=C(C=C1)C=1C=CC2=C(C=C(CCN2C2=CC=C(C=C2)S(N(C)C)(=O)=O)C(=O)OC)C1 (methyl 7-[4-(2-butoxyethoxy)phenyl]-1-(N,N-dimethyl-4-sulfamoylphenyl)-2,3-dihydro-1H-1-benzazepine-4-carboxylate). The yield is 80.4%. Reaction SMILES: Br[C:2]1[CH:3]=[CH:4][C:5]2[N:11]([C:12]3[CH:17]=[CH:16][C:15]([S:18](=[O:23])(=[O:22])[N:19]([CH3:21])[CH3:20])=[CH:14][CH:13]=3)[CH2:10][CH2:9][C:8]([C:24]([O:26][CH3:27])=[O:25])=[CH:7][C:6]=2[CH:28]=1.B([O-])([O-])O[C:31]1[CH:36]=[CH:35][C:34]([O:37][CH2:38][CH2:39][O:40][CH2:41][CH2:42][CH2:43][CH3:44])=[CH:33][CH:32]=1.C(=O)([O-])[O-].[K+].[K+].C(O)C>C1C=CC([P]([Pd]([P](C2C=CC=CC=2)(C2C=CC=CC=2)C2C=CC=CC=2)([P](C2C=CC=CC=2)(C2C=CC=CC=2)C2C=CC=CC=2)[P](C2C=CC=CC=2)(C2C=CC=CC=2)C2C=CC=CC=2)(C2C=CC=CC=2)C2C=CC=CC=2)=CC=1.C1(C)C=CC=CC=1>[CH2:41]([O:40][CH2:39][CH2:38][O:37][C:34]1[CH:33]=[CH:32][C:31]([C:2]2[CH:3]=[CH:4][C:5]3[N:11]([C:12]4[CH:13]=[CH:14][C:15]([S:18](=[O:23])(=[O:22])[N:19]([CH3:20])[CH3:21])=[CH:16][CH:17]=4)[CH2:10][CH2:9][C:8]([C:24]([O:26][CH3:27])=[O:25])=[CH:7][C:6]=3[CH:28]=2)=[CH:36][CH:35]=1)[CH2:42][CH2:43][CH3:44] |f:2.3.4,^1:59,61,80,99|. Procedure details: A mixture of methyl 7-bromo-1-(N,N-dimethyl-4-sulfamoylphenyl)-2,3-dihydro-1H-1-benzazepine-4-carboxylate (0.35 g), 4-(2-butoxyethoxy)phenyl borate (0.19 g), 1M potassium carbonate solution (2 ml), ethanol (2 ml) and toluene (50 ml) was stirred under argon atmosphere at room temperature for 30 minutes. To the mixture was added tetrakis(triphenylphosphine)palladium (0.04 g), and the mixture was refluxed under argon atmosphere for 6 hours and extracted with ethyl acetate. The organic layer was was... The reactants are N#Cc1ccc([N+](=O)[O-])c(Br)c1, O=C([O-])[O-], Cc1ccccc1, [Cs+], [Cs+], Nc1nc(Cl)c2[nH]c(=O)n(C3CCOCC3)c2n1, CC(=O)[O-], CC(=O)[O-], [Pd+2], c1ccc(P(c2ccccc2)c2ccc3ccccc3c2-c2c(P(c3ccccc3)c3ccccc3)ccc3ccccc23)cc1. Product: N#Cc1ccc([N+](=O)[O-])c(Nc2nc(Cl)c3[nH]c(=O)n(C4CCOCC4)c3n2)c1. Reaction SMILES: [Br:47][c:48]1[cH:49][c:50]([C:51]#[N:52])[cH:53][cH:54][c:55]1[N+:56](=[O:57])[O-:58].[C:77](=[O:78])([O-:79])[O-:80].[CH3:83][c:84]1[cH:85][cH:86][cH:87][cH:88][cH:89]1.[Cs+:81].[Cs+:82].[NH2:59][c:60]1[n:61][c:62]([Cl:76])[c:63]2[nH:64][c:65](=[O:75])[n:66]([CH:69]3[CH2:70][CH2:71][O:72][CH2:73][CH2:74]3)[c:67]2[n:68]1.[O-:91][C:92]([CH3:93])=[O:94].[O-:95][C:96]([CH3:97])=[O:98].[Pd+2:90].[cH:1]1[cH:2][cH:3][c:4]([P:5]([c:6]2[cH:7][cH:8][c:9]3[c:10]([cH:11][cH:12][cH:13][cH:14]3)[c:15]2-[c:16]2[c:17]3[c:18]([cH:19][cH:20][cH:21][cH:22]3)[cH:23][cH:24][c:25]2[P:26]([c:27]2[cH:28][cH:29][cH:30][cH:31][cH:32]2)[c:33]2[cH:34][cH:35][cH:36][cH:37][cH:38]2)[c:39]2[cH:40][cH:41][cH:42][cH:43][cH:44]2)[cH:45][cH:46]1>>[c:48]1([NH:59][c:60]2[n:61][c:62]([Cl:76])[c:63]3[nH:64][c:65](=[O:75])[n:66]([CH:69]4[CH2:70][CH2:71][O:72][CH2:73][CH2:74]4)[c:67]3[n:68]2)[cH:49][c:50]([C:51]#[N:52])[cH:53][cH:54][c:55]1[N+:56](=[O:57])[O-:58]. The reactants are O=C([O-])O, CC(=O)O, COC(=O)C(c1ccc2ccc3ncc(Cl)cc3c(=O)c2c1)S(=O)(=O)N(C)C, Cl, [Na+]. The product is CN(C)S(=O)(=O)Cc1ccc2ccc3ncc(Cl)cc3c(=O)c2c1. As a reaction SMILES: [C:29](=[O:30])([O-:31])[OH:32].[C:34]([OH:35])(=[O:36])[CH3:37].[Cl:1][c:2]1[cH:3][c:4]2[c:5]([n:6][cH:7]1)[cH:8][cH:9][c:10]1[c:11]([c:12]2=[O:13])[cH:14][c:15]([CH:18]([C:19]([O:20][CH3:21])=[O:22])[S:23](=[O:24])(=[O:25])[N:26]([CH3:27])[CH3:28])[cH:16][cH:17]1.[ClH:38].[Na+:33]>>[Cl:1][c:2]1[cH:3][c:4]2[c:5]([n:6][cH:7]1)[cH:8][cH:9][c:10]1[c:11]([c:12]2=[O:13])[cH:14][c:15]([CH2:18][S:23](=[O:24])(=[O:25])[N:26]([CH3:27])[CH3:28])[cH:16][cH:17]1. Procedure details: To a stirred (-78° C.) solution of sec-butyllithium (1.3M in cyclohexane; 6.6 ml) and TMEDA (1.3 ml) in anhydrous ether (4.0 ml) was added via canula under a N2 atmosphere a solution of 5-bromo-1,2,3,3a,8,8a-hexahydro-1,3a,8-trimethylpyrrolo[2,3-b]indole (1.69 g), in anhydrous ether (4.0 ml). The solution was stirred at -78° C. for 2.5 hours and then added via canula, under N2, to a stirred (-78° C.) solution of N,N-diethylamino-oxo-acetic acid, ethyl ester (3.6 g) in diethyl ether (8.0 ml). The... RXN SMILES: C([Li])(CC)C.CN(CCN(C)C)C.Br[C:15]1[CH:16]=[C:17]2[C:21](=[CH:22][CH:23]=1)[N:20]([CH3:24])[CH:19]1[N:25]([CH3:28])[CH2:26][CH2:27][C:18]21[CH3:29].[CH2:30]([N:32]([C:35](=[O:41])[C:36](OCC)=[O:37])[CH2:33][CH3:34])[CH3:31]>CCOCC>[CH2:30]([N:32]([CH2:33][CH3:34])[C:35](=[O:41])[C:36](=[O:37])[C:15]1[CH:16]=[C:17]2[C:21](=[CH:22][CH:23]=1)[N:20]([CH3:24])[CH:19]1[N:25]([CH3:28])[CH2:26][CH2:27][C:18]21[CH3:29])[CH3:31]. Starting materials: BrC=1C=C2C3(C(N(C2=CC1)C)N(CC3)C)C (5-bromo-1,2,3,3a,8,8a-hexahydro-1,3a,8-trimethylpyrrolo[2,3-b]indole), C(C)N(CC)C(C(=O)OCC)=O (N,N-diethylamino-oxo-acetic acid, ethyl ester), C(C)(CC)[Li] (sec-butyllithium), CN(C)CCN(C)C (TMEDA). Run in C(C)OCC (diethyl ether), CCOCC (ether), CCOCC (ether). Reaction conditions: temperature -78 celsius, time 2.5 hour. The product is C(C)N(C(C(C=1C=C2C3(C(N(C2=CC1)C)N(CC3)C)C)=O)=O)CC (1,2,3,3a,8,8a-hexahydro-α-oxo-1,3a,8-trimethyl-5-pyrrolo[2,3-b]indole acetic acid, diethyl amide). The reactants are C(C)(=O)O[BH-](OC(C)=O)OC(C)=O.[Na+] (sodium triacetoxyborohydride), CNC (Dimethylamine), C(C)(=O)O (acetic acid), COC=1C=C(C=CC1N1C=NC(=C1)C)NC1=NC(=CC(=N1)C=O)COCC(F)(F)F (2-(3-Methoxy-4-(4-methyl-1H-imidazol-1-yl)phenylamino)-6-((2,2,2-trifluoroethoxy)methyl)-pyrimidine-4-carbaldehyde). Solvent: ClCCCl (DCE), O (Water). Conditions: time 45 minute. Yields the product CN(C)CC1=NC(=NC(=C1)COCC(F)(F)F)NC1=CC(=C(C=C1)N1C=NC(=C1)C)OC (4-((Dimethylamino)methyl)-N-(3-methoxy-4-(4-methyl-1H-imidazol-1-yl)phenyl)-6-((2,2,2-trifluoroethoxy)methyl)pyrimidin-2-amine). As a reaction SMILES: [CH3:1][O:2][C:3]1[CH:4]=[C:5]([NH:15][C:16]2[N:21]=[C:20]([CH:22]=O)[CH:19]=[C:18]([CH2:24][O:25][CH2:26][C:27]([F:30])([F:29])[F:28])[N:17]=2)[CH:6]=[CH:7][C:8]=1[N:9]1[CH:13]=[C:12]([CH3:14])[N:11]=[CH:10]1.[CH3:31][NH:32][CH3:33].C(O)(=O)C.C(O[BH-](OC(=O)C)OC(=O)C)(=O)C.[Na+]>ClCCCl.O>[CH3:31][N:32]([CH2:22][C:20]1[CH:19]=[C:18]([CH2:24][O:25][CH2:26][C:27]([F:30])([F:28])[F:29])[N:17]=[C:16]([NH:15][C:5]2[CH:6]=[CH:7][C:8]([N:9]3[CH:13]=[C:12]([CH3:14])[N:11]=[CH:10]3)=[C:3]([O:2][CH3:1])[CH:4]=2)[N:21]=1)[CH3:33] |f:3.4|. Procedure: 2-(3-Methoxy-4-(4-methyl-1H-imidazol-1-yl)phenylamino)-6-((2,2,2-trifluoroethoxy)methyl)-pyrimidine-4-carbaldehyde (100 mg, 0.24 mmol) was dissolved in DCE (4 mL). Dimethylamine (2 M in THF, 0.142 mL, 0.28 mmol) and acetic acid (0.014 mL, 0.24 mmol) were added followed by sodium triacetoxyborohydride (80 mg, 0.38 mmol). The mixture was stirred at rt under nitrogen atmosphere for 1 hour 45 min. Water was added and the mixture was stirred for 3 minutes then the phases were separated. The water pha...